This data is from the Open Reaction Database (ORD), a public repository of structured organic reaction records. The task is: describe an organic reaction: reactants, conditions, products, and yield Starting materials: [Se](=O)=O (Selenium dioxide), BrC1=CC=C2C=CC(=NC2=C1)C (7-bromoquinaldine). The solvent is O1CCOCC1 (dioxan). Conditions: temperature 60 celsius, time 3 hour. Yields the product BrC1=CC=C2C=CC(=NC2=C1)C=O (7-Bromoquinoline-2-carbaldehyde). Isolated yield 124.8%. As a reaction SMILES: [Se](=O)=[O:2].[Br:4][C:5]1[CH:14]=[C:13]2[C:8]([CH:9]=[CH:10][C:11]([CH3:15])=[N:12]2)=[CH:7][CH:6]=1>O1CCOCC1>[Br:4][C:5]1[CH:14]=[C:13]2[C:8]([CH:9]=[CH:10][C:11]([CH:15]=[O:2])=[N:12]2)=[CH:7][CH:6]=1. Procedure details: Selenium dioxide (1.6 g, 14 mmol, 1.3 eq) was suspended in dioxan (50 mL) and was heated to 60° C. At this temperature 7-bromoquinaldine (2.5 g, 11.2 mmol) was introduced and the mixture was left at 80° C. for 3 hours. After cooling the mixture to room temperature, the crude slurry was filtered on celite, eluted with dioxan and concentrated under reduced pressure. The product was obtained pure as a brown solid (3.3 g, >98%) that was used without furter purification. Isolated yield 158.0%. Reagents/catalysts: [Pd](Cl)Cl.C1(=CC=CC=C1)P(C1=CC=CC=C1)C1=CC=CC=C1 (triphenyphosphine palladium (II) dichloride). The product is ClC1=CC=C(C=C1)/C=C/C.CN1C(CC1)=O ((2E)-3-(4-chlorophenyl)-2-propene 1-methylazetidin-2-one). Procedure: To a solution of (3R,4S)-1-(2-tetrahydropyranyloxy)-3-((2E)-3-tributylstannyl-2-propene-1-yl)-4-methylazetidin-2-one (0.92 g, 1.79 mmol) in 3 mL of dimethylformamide is added 4-chloroiodobenzene (470 mg, 1.97 mmol) and triphenyphosphine palladium (II) dichloride (63 mg, 0.09 mmol). The resulting solution is heated at 80° C. for 16 h, then 0.5 mL ammonium hydroxide is added. The reaction mixture is poured into saturated sodium chloride solution (20 mL) and extracted with 1:1 EtOAc-hexane (50 mL).... Run at temperature 80 celsius. Starting materials: O1C(CCCC1)ON1C([C@@H]([C@@H]1C)C\C=C\[Sn](CCCC)(CCCC)CCCC)=O ((3R,4S)-1-(2-tetrahydropyranyloxy)-3-((2E)-3-tributylstannyl-2-propene-1-yl)-4-methylazetidin-2-one), ClC1=CC=C(C=C1)I (4-chloroiodobenzene), [Cl-].[Na+] (sodium chloride), [OH-].[NH4+] (ammonium hydroxide). The solvent is CN(C=O)C (dimethylformamide). Reaction SMILES: O1CC[CH2:4][CH2:3][CH:2]1O[N:8]1[C@@H:11](C)[C@@H:10](C/C=C/[Sn](CCCC)(CCCC)CCCC)[C:9]1=[O:29].[Cl:30][C:31]1[CH:36]=[CH:35][C:34](I)=[CH:33][CH:32]=1.[OH-].[NH4+].[Cl-].[Na+]>CN(C)C=O.[Pd](Cl)Cl.C1(P(C2C=CC=CC=2)C2C=CC=CC=2)C=CC=CC=1>[Cl:30][C:31]1[CH:36]=[CH:35][C:34](/[CH:2]=[CH:3]/[CH3:4])=[CH:33][CH:32]=1.[CH3:31][N:8]1[CH2:11][CH2:10][C:9]1=[O:29] |f:2.3,4.5,7.8,9.10|. Reactants: OC[C@H](O)[C@@H](O)[C@H](O)[C@H](O)CO (sorbitol), C(CCCCCCCCCCCCCCCCC)(=O)Cl (stearic acid chloride), Cl (hydrochloric acid). Run in N1=CC=CC=C1 (pyridine), C1(=CC=CC=C1)C (toluene). Run at temperature 90 celsius. The product is C(CCCCCCCCCCCCCCCCC)(=O)O.OC[C@H](O)[C@@H](O)[C@H](O)[C@H](O)CO (sorbitol stearate). RXN SMILES: [C:1](Cl)(=[O:19])[CH2:2][CH2:3][CH2:4][CH2:5][CH2:6][CH2:7][CH2:8][CH2:9][CH2:10][CH2:11][CH2:12][CH2:13][CH2:14][CH2:15][CH2:16][CH2:17][CH3:18].[OH:21][CH2:22][C@@H:23]([C@H:25]([C@@H:27]([C@@H:29]([CH2:31][OH:32])[OH:30])[OH:28])[OH:26])[OH:24].Cl>C1(C)C=CC=CC=1.N1C=CC=CC=1>[C:1]([OH:19])(=[O:21])[CH2:2][CH2:3][CH2:4][CH2:5][CH2:6][CH2:7][CH2:8][CH2:9][CH2:10][CH2:11][CH2:12][CH2:13][CH2:14][CH2:15][CH2:16][CH2:17][CH3:18].[OH:32][CH2:31][C@@H:29]([C@H:27]([C@@H:25]([C@@H:23]([CH2:22][OH:21])[OH:24])[OH:26])[OH:28])[OH:30] |f:5.6|. Procedure: 411.5 g (1.358 mols) stearic acid chloride are dissolved in 3 l toluene and heated to 90° C. 41.23 g (0.22 mols) of sorbitol, dissolved in 200 ml pyridine are added dropwise to this mixture over 25 minutes. The solution is boiled (at approx. 110° C.) for 1 hour under reflux. After cooling, dilute hydrochloric acid is added to acidify the mixture, which is then washed with water until neutral and dried with dehydrated sodium sulphate. After concentration of the organic phase the sorbitol stearate... Reactants: [H-].[Na+] (NaH), CO[C@H]1O[C@@H]([C@H]2O[C@H]12)CO (((1R,2R,4S,5S)-4-methoxy-3,6-dioxa-bicyclo[3.1.0]hexan-2-yl)methanol), C1=CC=C(C=C1)CBr (BnBr). Solvent: O1CCOCC1 (dioxane). Run at temperature 0 celsius, time 30 minute. The product is C(C1=CC=CC=C1)OC[C@@H]1[C@H]2O[C@@H]2[C@H](O1)OC ((1R,2R,4S,5S)-2-(benzyloxymethyl)-4-methoxy-3,6-dioxa-bicyclo[3.1.0]hexane). Yield: 82.0%. RXN SMILES: [CH3:1][O:2][C@@H:3]1[C@@H:8]2[C@H:6]([O:7]2)[C@@H:5]([CH2:9][OH:10])[O:4]1.[H-].[Na+].[CH:13]1[CH:18]=[CH:17][C:16]([CH2:19]Br)=[CH:15][CH:14]=1>O1CCOCC1>[CH2:19]([O:10][CH2:9][C@H:5]1[O:4][C@H:3]([O:2][CH3:1])[C@@H:8]2[C@@H:6]1[O:7]2)[C:16]1[CH:17]=[CH:18][CH:13]=[CH:14][CH:15]=1 |f:1.2|. Procedure: Compound 35.6 (20 g, 137 mmol) was dissolved in 15 mL dioxane, cooled to 0° C. and treated with 60% NaH (6.0 g, 151 mmol). The mixture was stirred at 0° C. for 30 min and then treated with BnBr (18 mL, 151 mmol). The mixture was warmed to r.t., stirred for 3 h, and then quenched with 50 mL MeOH. The mixture was stirred for another 30 min and the solvent was evaporated under reduced pressure. The residue was subjected to a silica gel column chromatography eluting with 10-50% EtOAc in Hexane to gi...